Dataset: the Open Reaction Database (ORD), a public repository of structured organic reaction records. Task: describe an organic reaction: reactants, conditions, products, and yield Reactants: CN(C)CCCC1(C=2C=CC(=CC2CO1)C#N)C=3C=CC(=CC3)F.Br (citalopram hydrobromide), C1=CC(=CC=C1[C@@H]2CCNC[C@H]2COC=3C=CC4=C(C3)OCO4)F.Cl (paroxetine hydrochloride), CNCCC(C=1C=CC=CC1)OC=2C=CC(=CC2)C(F)(F)F.Cl (fluoxetine hydrochloride), COCCCC/C(=N\OCCN)/C=1C=CC(=CC1)C(F)(F)F.C(=C\C(=O)O)\C(=O)O (fluvoxamine maleate). The product is CN(C)CC(C=1C=CC(=CC1)OC)C2(CCCCC2)O (venlafaxine). RXN SMILES: [CH3:1][N:2]([CH2:4]CCC1(C2C=CC(F)=CC=2)OCC2C=C(C#N)C=CC1=2)[CH3:3].Br.CNCC[CH:30]([O:37][C:38]1[CH:39]=[CH:40][C:41]([C:44](F)(F)F)=[CH:42][CH:43]=1)C1C=CC=CC=1.Cl.COCCCC/C(/C1C=CC(C(F)(F)F)=CC=1)=N\OCCN.C(/C(O)=O)=C/C(O)=O.C1C([C@H]2[C@H](CO[C:93]3[CH:94]=[CH:95][C:96]4OC[O:99][C:97]=4[CH:98]=3)CNCC2)=CC=C(F)C=1.Cl>>[CH3:1][N:2]([CH2:4][CH:44]([C:97]1([OH:99])[CH2:98][CH2:93][CH2:94][CH2:95][CH2:96]1)[C:41]1[CH:40]=[CH:39][C:38]([O:37][CH3:30])=[CH:43][CH:42]=1)[CH3:3] |f:0.1,2.3,4.5,6.7|. Reported procedure: pharmaceutically acceptable salts thereof (for example: citalopram hydrobromide CAS #59729-32-7; fluoxetine hydrochloride CAS #59333-67-4; fluvoxamine maleate CAS #61718-82-9; paroxetine hydrochloride CAS #78246-49-8; and sertraline hydrochloride 79559-97-0).